Task: describe an organic reaction: reactants, conditions, products, and yield. Dataset: the Open Reaction Database (ORD), a public repository of structured organic reaction records Starting materials: COC1=CC2=C(C=C1)C1(C(NCCC1)CN)CO2 (1-(6-methoxyspiro[1-benzofuran-3,3′-piperidin]-2′-yl)methanamine), COC(N(C)C)OC (N,N-dimethyl formamide dimethylacetal). Run in ClCCl (dichloromethane). Product: COC1=CC2=C(C=C1)C1(C3N(CCC1)C=NC3)CO2 (6-Methoxy-1′,6′,7′,8a′-tetrahydro-5′H-spiro[1-benzofuran-3,8′-imidazo[1,5-a]pyridine]). As a reaction SMILES: [CH3:1][O:2][C:3]1[CH:8]=[CH:7][C:6]2[C:9]3([CH2:17][O:18][C:5]=2[CH:4]=1)[CH2:14][CH2:13][CH2:12][NH:11][CH:10]3[CH2:15][NH2:16].[CH3:19]OC(OC)N(C)C>ClCCl>[CH3:1][O:2][C:3]1[CH:8]=[CH:7][C:6]2[C:9]3([CH2:17][O:18][C:5]=2[CH:4]=1)[CH2:14][CH2:13][CH2:12][N:11]1[CH:19]=[N:16][CH2:15][CH:10]31. Procedure details: A solution of 31 mmol of 1-(6-methoxyspiro[1-benzofuran-3,3′-piperidin]-2′-yl)methanamine and 31 mmol of N,N-dimethyl formamide dimethylacetal in 50 ml of dichloromethane is heated to reflux for 6 hours. The reaction mixture is cooled to room temperature and evaporated. The crude title compound is identified on the basis of the Rf value and reacted further without further purification. The reactants are C(=O)(O)[O-].[Na+] (NaHCO3), COC(C1=C(C=CC(=C1)C=O)F)=O (2-fluoro-5-formylbenzoic acid methyl ester), C(CCCCC)N (hexylamine), C(C)(=O)O[BH-](OC(C)=O)OC(C)=O (triacetoxyborohydride), C(C)(=O)O (acetic acid). The solvent is ClCCCl (DCE). Run at time 5 hour. The product is FC1=C(C(=O)OC)C=C(C=C1)CNCCCCCC (methyl 2-fluoro-5-[(hexylamino)methyl]benzoate). The yield is 62.7%. Reaction SMILES: [CH3:1][O:2][C:3](=[O:13])[C:4]1[CH:9]=[C:8]([CH:10]=O)[CH:7]=[CH:6][C:5]=1[F:12].[CH2:14]([NH2:20])[CH2:15][CH2:16][CH2:17][CH2:18][CH3:19].C(O[BH-](OC(=O)C)OC(=O)C)(=O)C.C(O)(=O)C.C([O-])(O)=O.[Na+]>ClCCCl>[F:12][C:5]1[CH:6]=[CH:7][C:8]([CH2:10][NH:20][CH2:14][CH2:15][CH2:16][CH2:17][CH2:18][CH3:19])=[CH:9][C:4]=1[C:3]([O:2][CH3:1])=[O:13] |f:4.5|. Procedure details: To solution of 2-fluoro-5-formylbenzoic acid methyl ester (1.0 g; 5.49 mmol) in anhydrous DCE (50 mL) were added hexylamine (Aldrich, 0.87 mL; 6.59 mmol), triacetoxyborohydride (1.74 g; 8.24 mmol) and acetic acid (0.47 mL; 8.24 mmol). The resulting mixture was stirred at room temperature under N2 atmosphere for 5 hours. The mixture was poured into a saturated solution of NaHCO3 and extracted with DCM (2×200 mL). The combined organic layers were washed with brine, dried over magnesium sulfate, fi... The reactants are FC1=CC(=C(C(=O)O)C=C1C)[N+](=O)[O-] (4-fluoro-5-methyl-2-nitrobenzoic acid), O=S(Cl)Cl (SOCl2), CO (MeOH). The product is FC1=CC(=C(C(=O)OC)C=C1C)[N+](=O)[O-] (methyl 4-fluoro-5-methyl-2-nitrobenzoate). RXN SMILES: [F:1][C:2]1[C:10]([CH3:11])=[CH:9][C:5]([C:6]([OH:8])=[O:7])=[C:4]([N+:12]([O-:14])=[O:13])[CH:3]=1.O=S(Cl)Cl.[CH3:19]O>>[F:1][C:2]1[C:10]([CH3:11])=[CH:9][C:5]([C:6]([O:8][CH3:19])=[O:7])=[C:4]([N+:12]([O-:14])=[O:13])[CH:3]=1. Reported procedure: To a solution of the crude 4-fluoro-5-methyl-2-nitrobenzoic acid (5 g) in MeOH (50 mL) was slowly added SOCl2 (3.5 mL, 48 mmol) dropwise and the resulting mixture was refluxed overnight. Then the solvent was removed to give crude methyl 4-fluoro-5-methyl-2-nitrobenzoate (5 g) as a white solid. It was used in the next step without further purification. RXN SMILES: [CH3:19][C:20](=[O:21])[OH:22].[CH3:1][C:2]([CH3:3])([O:4][C:5](=[O:6])[N:7]1[CH2:8][CH2:9][NH:10][CH2:11][CH2:12]1)[CH3:13].[CH:23]([Cl:24])([Cl:25])[Cl:26].[NH2:14][C:15](=[O:16])[CH:17]=[CH2:18]>>[CH3:1][C:2]([CH3:3])([O:4][C:5](=[O:6])[N:7]1[CH2:8][CH2:9][N:10]([CH2:18][CH2:17][C:15]([NH2:14])=[O:16])[CH2:11][CH2:12]1)[CH3:13]. Reactants: CC(=O)O, CC(C)(C)OC(=O)N1CCNCC1, ClC(Cl)Cl, C=CC(N)=O. Yields the product CC(C)(C)OC(=O)N1CCN(CCC(N)=O)CC1.